Dataset: the Open Reaction Database (ORD), a public repository of structured organic reaction records. Task: describe an organic reaction: reactants, conditions, products, and yield Starting materials: COC(C1=CN=C(C=C1)OCC=1C(=NOC1\C=C\C1=CC=CC=C1)C1=CC=C(C=C1)Cl)=O (6-[3-(4-Chloro-phenyl)-5-([E]-styryl)-isoxazol-4-ylmethoxy]-nicotinic acid methyl ester), I(=O)(=O)(=O)[O-].[Na+] (sodium metaperiodate). The reagents and catalysts are [Cl-].C(C1=CC=CC=C1)[N+](CC)(CC)CC (benzyltriethylammonium chloride), [Os](=O)(=O)(=O)=O (osmium(VIII) oxide). The solvent is O1CCOCC1 (dioxane), O (water). Run at temperature 120 celsius. Yields the product COC(C1=CN=C(C=C1)OCC=1C(=NOC1C=O)C1=CC=C(C=C1)Cl)=O (6-[3-(4-Chloro-phenyl)-5-formyl-isoxazol-4-ylmethoxy]-nicotinic acid methyl ester). Isolated yield 64.8%. RXN SMILES: [CH3:1][O:2][C:3](=[O:32])[C:4]1[CH:9]=[CH:8][C:7]([O:10][CH2:11][C:12]2[C:13]([C:25]3[CH:30]=[CH:29][C:28]([Cl:31])=[CH:27][CH:26]=3)=[N:14][O:15][C:16]=2/[CH:17]=C/C2C=CC=CC=2)=[N:6][CH:5]=1.I([O-])(=O)(=O)=[O:34].[Na+]>[Cl-].C([N+](CC)(CC)CC)C1C=CC=CC=1.O1CCOCC1.O.[Os](=O)(=O)(=O)=O>[CH3:1][O:2][C:3](=[O:32])[C:4]1[CH:9]=[CH:8][C:7]([O:10][CH2:11][C:12]2[C:13]([C:25]3[CH:30]=[CH:29][C:28]([Cl:31])=[CH:27][CH:26]=3)=[N:14][O:15][C:16]=2[CH:17]=[O:34])=[N:6][CH:5]=1 |f:1.2,3.4|. Procedure: 6-[3-(4-Chloro-phenyl)-5-([E]-styryl)-isoxazol-4-ylmethoxy]-nicotinic acid methyl ester (6.35 g, 14.2 mmol) was treated with osmium(VIII) oxide (90.3 mg, 355 μmol), sodium metaperiodate (12.2 g, 56.8 mmol) and benzyltriethylammonium chloride (1.32 mg, 5.68 mmol) in dioxane (140 mL) and water (47 mL). The mixture was heated for 35 min at 120° C. in a microwave. Extraction with ethyl acetate/water and chromatogaphy (silica, ethyl acetate:heptane 1:9 to 1:1) afforded the title compound (3.43 g, 65%... Starting materials: FC1=CC=C(C=C1)C#C[Mg]Cl (p-fluorophenylethynyl magnesium chloride), BrC1=CC=C(C=C1)CCC1CC[SiH](CC1)CCC (4-(2-(p-bromophenyl) ethyl)-1-n-propyl-1-silacyclohexane). Reagents/catalysts: [Pd].C1(=CC=CC=C1)P(C1=CC=CC=C1)C1=CC=CC=C1.C1(=CC=CC=C1)P(C1=CC=CC=C1)C1=CC=CC=C1.C1(=CC=CC=C1)P(C1=CC=CC=C1)C1=CC=CC=C1.C1(=CC=CC=C1)P(C1=CC=CC=C1)C1=CC=CC=C1 (tetrakis (triphenylphosphine) palladium (0)). Solvent: O1CCCC1 (tetrahydrofuran), O1CCCC1 (tetrahydrofuran). Conditions: time 8 hour. Yields the product C(CC)[Si@@H]1CC[C@H](CC1)CCC1=CC=C(C=C1)C#CC1=CC=C(C=C1)F (4-(2-(trans-4-n-propyl-4-silacyclohexyl) ethyl)-4'-fluorotolane). The yield is 73.0%. RXN SMILES: [F:1][C:2]1[CH:7]=[CH:6][C:5]([C:8]#[C:9][Mg]Cl)=[CH:4][CH:3]=1.Br[C:13]1[CH:18]=[CH:17][C:16]([CH2:19][CH2:20][CH:21]2[CH2:26][CH2:25][SiH:24]([CH2:27][CH2:28][CH3:29])[CH2:23][CH2:22]2)=[CH:15][CH:14]=1>[Pd].C1(P(C2C=CC=CC=2)C2C=CC=CC=2)C=CC=CC=1.C1(P(C2C=CC=CC=2)C2C=CC=CC=2)C=CC=CC=1.C1(P(C2C=CC=CC=2)C2C=CC=CC=2)C=CC=CC=1.C1(P(C2C=CC=CC=2)C2C=CC=CC=2)C=CC=CC=1.O1CCCC1>[CH2:27]([Si@H:24]1[CH2:23][CH2:22][C@H:21]([CH2:20][CH2:19][C:16]2[CH:15]=[CH:14][C:13]([C:9]#[C:8][C:5]3[CH:6]=[CH:7][C:2]([F:1])=[CH:3][CH:4]=3)=[CH:18][CH:17]=2)[CH2:26][CH2:25]1)[CH2:28][CH3:29] |f:2.3.4.5.6|. Procedure: 20.0 ml (30.0 mmol) of a tetrahydrofuran solution of 1.5M p-fluorophenylethynyl magnesium chloride was dripped into a mixture of 3.50 g (10.8 mmol) of 4-(2-(p-bromophenyl) ethyl)-1-n-propyl-1-silacyclohexane, 80 mg of tetrakis (triphenylphosphine) palladium (0) and 20 ml of tetrahydrofuran. The reaction mixture was stirred for 8 hours at room temperature. After a conventional after treatment, purification was conducted by means of silica-gel column chromatography to obtain 2.87 g (yield 73%) of ...